From a dataset of the Open Reaction Database (ORD), a public repository of structured organic reaction records. describe an organic reaction: reactants, conditions, products, and yield The reactants are 20.5, CC1=CC=C(O1)CN1C(=NC=2C=NC=CC21)NC2CCN(CC2)C(=O)OCC (ethyl 4-[[1-[(5-methyl-2-furanyl)methyl]-1H-imidazo[4,5-c]pyridin-2-yl]amino]-1-piperidinecarboxylate), [OH-].[K+] (potassium hydroxide). Solvent: CC(C)O (2-propanol). Run at time 8 hour. The product is 15, CC1=CC=C(O1)CN1C(=NC=2C=NC=CC21)NC2CCNCC2 (1-[(5-methyl-2-furanyl)methyl]-N-(4-piperidinyl)-1H-imidazo[4,5-c]pyridin-2-amine). The yield is 88.0%. As a reaction SMILES: [CH3:1][C:2]1[O:6][C:5]([CH2:7][N:8]2[C:16]3[CH:15]=[CH:14][N:13]=[CH:12][C:11]=3[N:10]=[C:9]2[NH:17][CH:18]2[CH2:23][CH2:22][N:21](C(OCC)=O)[CH2:20][CH2:19]2)=[CH:4][CH:3]=1.[OH-].[K+]>CC(O)C>[CH3:1][C:2]1[O:6][C:5]([CH2:7][N:8]2[C:16]3[CH:15]=[CH:14][N:13]=[CH:12][C:11]=3[N:10]=[C:9]2[NH:17][CH:18]2[CH2:23][CH2:22][NH:21][CH2:20][CH2:19]2)=[CH:4][CH:3]=1 |f:1.2|. Procedure details: A mixture of 20.5 parts of ethyl 4-[[1-[(5-methyl-2-furanyl)methyl]-1H-imidazo[4,5-c]pyridin-2-yl]amino]-1-piperidinecarboxylate, 40 parts of potassium hydroxide and 240 parts of 2-propanol was stirred overnight at reflux temperature. After evaporation, the residue was taken up in water and the product was extracted with dichloromethane. The extract was dried, filtered and evaporated. The residue was crystallized from 2-propanone. The product was filtered off and dried, yielding 15 parts (88%) o... Reactants: B(F)(F)F.CCOCC (BF3.Et2O), IC1=CC=C(C=C1)CC(=O)N1CCOCC1 (2-(4-iodo-phenyl)-1-morpholin-4-yl-ethanone), [BH4-].[Na+] (NaBH4). Solvent: C1CCOC1 (THF). Conditions: time 30 minute. Yields the product IC1=CC=C(C=C1)CCN1CCOCC1 (4-[2-(4-Iodo-phenyl)-ethyl]-morpholine). The yield is 54.3%. Reaction SMILES: B(F)(F)F.CCOCC.[I:10][C:11]1[CH:16]=[CH:15][C:14]([CH2:17][C:18]([N:20]2[CH2:25][CH2:24][O:23][CH2:22][CH2:21]2)=O)=[CH:13][CH:12]=1.[BH4-].[Na+]>C1COCC1>[I:10][C:11]1[CH:16]=[CH:15][C:14]([CH2:17][CH2:18][N:20]2[CH2:21][CH2:22][O:23][CH2:24][CH2:25]2)=[CH:13][CH:12]=1 |f:0.1,3.4|. Procedure details: BF3.Et2O (6.43 g, 45.3 mmol) was added to a solution of 2-(4-iodo-phenyl)-1-morpholin-4-yl-ethanone (3.0 g, 9.06 mmol) in THF (75 mL) at 0° C., stirred for 30 min, then NaBH4 (1.72 g, 45.3 mmol) was added at 0° C. The reaction mixture was slowly warmed to RT. After 16 h the reaction mixture was cooled to 0° C., quenched with ice-cold water, extracted with EtOAc (2×100 mL). The organic layer was washed with brine solution (50 mL), dried over anhydrous Na2SO4 and solvent was evaporated under reduc... Reactants: solution, CC(C)C[AlH]CC(C)C (DIBAH), C(C)OC(=O)C=1C=NN(C1)S(=O)(=O)C1=CC=C(C=C1)C (1-(toluene-4-sulfonyl)-1H-pyrazole-4-carboxylic acid ethyl ester). Solvent: C(Cl)Cl (CH2Cl2), C(Cl)Cl (CH2Cl2), C(=O)(O)[O-].[Na+] (NaHCO3). Run at time 4 hour. The product is C1(=CC=C(C=C1)S(=O)(=O)N1N=CC(=C1)CO)C ([1-(toluene-4-sulfonyl)-1H-pyrazol-4-yl]-methanol). As a reaction SMILES: C([O:3][C:4]([C:6]1[CH:7]=[N:8][N:9]([S:11]([C:14]2[CH:19]=[CH:18][C:17]([CH3:20])=[CH:16][CH:15]=2)(=[O:13])=[O:12])[CH:10]=1)=O)C.CC(C[AlH]CC(C)C)C>C(Cl)Cl.C([O-])(O)=O.[Na+]>[C:17]1([CH3:20])[CH:16]=[CH:15][C:14]([S:11]([N:9]2[CH:10]=[C:6]([CH2:4][OH:3])[CH:7]=[N:8]2)(=[O:13])=[O:12])=[CH:19][CH:18]=1 |f:3.4|. Procedure: To a chilled (−78° C.) solution of 1-(toluene-4-sulfonyl)-1H-pyrazole-4-carboxylic acid ethyl ester (0.90 g, 3.06 mmol) in CH2Cl2 was added a 1 M solution of DIBAH (11.00 mL, 11.00 mmol) in CH2Cl2 dropwise. After 4 hours, the reaction was warmed to room temperature. After 8 hours, the mixture was diluted with saturated aqueous NaHCO3. After 2 hours, the solution was passed through the diatomaceous earth. The combined organic layers were washed with brine, dried over sodium sulfate and concentrat... The reactants are S(=S)(=O)([O-])[O-].[Na+].[Na+] (sodium thiosulphate), C(O)([O-])=O.[Na+] (sodium hydrogen carbonate), CSC1=NC=C(C=N1)C1=CC(=C(O1)C1=CC=NC=C1)C=1C=C2CCC(C2=CC1)=O (5-[5-(2-Methylsulfanylpyrimidin-5-yl)-2-pyridin-4-ylfuran-3-yl]indan-1-one), Cl (hydrochloric acid), OO (hydrogen peroxide). The reagents and catalysts are O.O.[O-][W](=O)(=O)[O-].[Na+].[Na+] (sodium tungstate dihydrate). Run in O (water). Reaction conditions: time 18 hour. Yields the product CS(=O)(=O)C1=NC=C(C=N1)C1=CC(=C(O1)C1=CC=NC=C1)C=1C=C2CCC(C2=CC1)=O (5-[5-(2-Methanesulfonylpyrimidin-5-yl)-2-pyridin-4ylfuran-3-yl]indan-1-one). Isolated yield 46.0%. RXN SMILES: CS[C:3]1[N:8]=[CH:7][C:6]([C:9]2[O:13][C:12]([C:14]3[CH:19]=[CH:18][N:17]=[CH:16][CH:15]=3)=[C:11]([C:20]3[CH:21]=[C:22]4[C:26](=[CH:27][CH:28]=3)[C:25](=[O:29])[CH2:24][CH2:23]4)[CH:10]=2)=[CH:5][N:4]=1.Cl.OO.[S:33]([O-:37])([O-])(=[O:35])=S.[Na+].[Na+].[C:40](=O)([O-])O.[Na+]>O.O.O.[O-][W]([O-])(=O)=O.[Na+].[Na+]>[CH3:40][S:33]([C:3]1[N:4]=[CH:5][C:6]([C:9]2[O:13][C:12]([C:14]3[CH:15]=[CH:16][N:17]=[CH:18][CH:19]=3)=[C:11]([C:20]3[CH:21]=[C:22]4[C:26](=[CH:27][CH:28]=3)[C:25](=[O:29])[CH2:24][CH2:23]4)[CH:10]=2)=[CH:7][N:8]=1)(=[O:37])=[O:35] |f:3.4.5,6.7,9.10.11.12.13|. Reported procedure: A solution of the product of Step 5 (1.4 g, 3.5 mmol) in water (70 ml) and 2N hydrochloric acid (5.25 ml, 10.5 mmol) was treated with sodium tungstate dihydrate (100 mg, 0.36 mmol) and 30% hydrogen peroxide solution (2.4 g, 21 mmol) and stirred at room temperature for 18 hours. The reaction mixture was poured into aqueous sodium thiosulphate solution, basified with saturated aqueous sodium hydrogen carbonate solution, extracted into dichloromethane, dried (MgSO4) and evaporated in vacuo to affor... Reactants: O=C(Cl)c1ccc(Br)cc1, C[Si](C)(C)Cl, CC1(C)OC2C(CO)OC(n3cnc4c(N)ncnc43)C2O1, N, O, c1ccncc1. Product: CC1(C)OC2C(CO)OC(n3cnc4c(NC(=O)c5ccc(Br)cc5)ncnc43)C2O1. As a reaction SMILES: [Br:28][c:29]1[cH:30][cH:31][c:32]([C:33](=[O:34])[Cl:35])[cH:36][cH:37]1.[CH3:23][Si:24]([Cl:25])([CH3:26])[CH3:27].[NH2:1][c:2]1[c:3]2[n:4][cH:5][n:6]([CH:11]3[O:12][CH:13]([CH2:21][OH:22])[CH:14]4[CH:15]3[O:16][C:17]([CH3:19])([CH3:20])[O:18]4)[c:7]2[n:8][cH:9][n:10]1.[NH3:38].[OH2:45].[cH:39]1[cH:40][cH:41][n:42][cH:43][cH:44]1>>[NH:1]([c:2]1[c:3]2[n:4][cH:5][n:6]([CH:11]3[O:12][CH:13]([CH2:21][OH:22])[CH:14]4[CH:15]3[O:16][C:17]([CH3:19])([CH3:20])[O:18]4)[c:7]2[n:8][cH:9][n:10]1)[C:33]([c:32]1[cH:31][cH:30][c:29]([Br:28])[cH:37][cH:36]1)=[O:34]. Procedure: A solution of 3.0 g (15.0 mmol) of diphosgene in 5 ml of toluene was added dropwise at approximately 20° C. to a solution of 3.0 g (13.6 mmol) of 4-chloro-6-fluoro-2-methoxy-3-nitrophenylamine in 15 ml of toluene. Then, the mixture was slowly heated to reflux temperature and stirred for 6 hours under reflux. After the reaction mixture had been concentrated and dried, the crude isocyanate was redissolved in 5 ml of toluene to be used in the next reaction. 6 ml of triethylamine and a solution of 3... The reactants are O=C(OC(Cl)(Cl)Cl)Cl (diphosgene), ClC1=C(C(=C(C(=C1)F)N)OC)[N+](=O)[O-] (4-chloro-6-fluoro-2-methoxy-3-nitrophenylamine), C(=O)(N1C=NC=C1)N1C=NC=C1 (carbonyldiimidazole), CNC(NC)=S (dimethylthiourea). Reaction conditions: temperature 80 celsius, time 6 hour. Yields the product ClC1=C(C(=C(C(=C1)F)N1C(N(C(N(C1=O)C)=S)C)=O)OC)[N+](=O)[O-] (3-(4-Chloro-6-fluoro-2-methoxy-3-nitrophenyl)-1,5-dimethyl-6-thioxo-[1,3,5]triazinane-2,4-dione). As a reaction SMILES: O=C(Cl)[O:3][C:4](Cl)(Cl)Cl.[Cl:9][C:10]1[CH:15]=[C:14]([F:16])[C:13]([NH2:17])=[C:12]([O:18][CH3:19])[C:11]=1[N+:20]([O-:22])=[O:21].CNC(=[S:28])NC.[C:29](N1C=CN=C1)([N:31]1[CH:35]=[CH:34][N:33]=[CH:32]1)=[O:30]>C1(C)C=CC=CC=1.C(N(CC)CC)C>[Cl:9][C:10]1[CH:15]=[C:14]([F:16])[C:13]([N:17]2[C:29](=[O:30])[N:31]([CH3:35])[C:32](=[S:28])[N:33]([CH3:34])[C:4]2=[O:3])=[C:12]([O:18][CH3:19])[C:11]=1[N+:20]([O-:22])=[O:21]. The solvent is C1(=CC=CC=C1)C (toluene), C1(=CC=CC=C1)C (toluene), C(C)N(CC)CC (triethylamine).